From a dataset of the Open Reaction Database (ORD), a public repository of structured organic reaction records. describe an organic reaction: reactants, conditions, products, and yield Reactants: N1=CC=C(C2=CC=CC=C12)CNC1=CC=C(C(=O)O)C=C1 (4-[(4-quinolinylmethyl)amino]benzoic acid), Cl.Cl.NC1CCN(CC1)CCCC (4-amino-1-butylpiperidine bishydrochloride). The product is C(CCC)N1CCC(CC1)NC(C1=CC=C(C=C1)NCC1=CC=NC2=CC=CC=C12)=O (N-(1-Butyl-4-piperidinyl)-4-[(4-quinolinylmethyl)amino]benzamide). As a reaction SMILES: [N:1]1[C:10]2[C:5](=[CH:6][CH:7]=[CH:8][CH:9]=2)[C:4]([CH2:11][NH:12][C:13]2[CH:21]=[CH:20][C:16]([C:17]([OH:19])=O)=[CH:15][CH:14]=2)=[CH:3][CH:2]=1.Cl.Cl.[NH2:24][CH:25]1[CH2:30][CH2:29][N:28]([CH2:31][CH2:32][CH2:33][CH3:34])[CH2:27][CH2:26]1>>[CH2:31]([N:28]1[CH2:29][CH2:30][CH:25]([NH:24][C:17](=[O:19])[C:16]2[CH:15]=[CH:14][C:13]([NH:12][CH2:11][C:4]3[C:5]4[C:10](=[CH:9][CH:8]=[CH:7][CH:6]=4)[N:1]=[CH:2][CH:3]=3)=[CH:21][CH:20]=2)[CH2:26][CH2:27]1)[CH2:32][CH2:33][CH3:34] |f:1.2.3|. Reported procedure: The title compound was prepared from 4-[(4-quinolinylmethyl)amino]benzoic acid and 4-amino-1-butylpiperidine bishydrochloride by the procedure described in Example 18, m.p. 189°-190° C. Reactants: CN(C)CCCN, Cc1cc(Cl)c2[nH]ncc2n1. Yields the product Cl, Cc1cc(NCCCN(C)C)c2[nH]ncc2n1. RXN SMILES: [CH3:12][N:13]([CH2:14][CH2:15][CH2:16][NH2:17])[CH3:18].[Cl:1][c:2]1[c:3]2[c:4]([n:5][c:6]([CH3:8])[cH:7]1)[cH:9][n:10][nH:11]2>>[ClH:1].[c:2]1([NH:17][CH2:16][CH2:15][CH2:14][N:13]([CH3:12])[CH3:18])[c:3]2[c:4]([n:5][c:6]([CH3:8])[cH:7]1)[cH:9][n:10][nH:11]2. Reactants: ClC(Cl)Cl, COc1cc2nccc(Oc3ccc(N)c(Cl)c3)c2cc1OC, O=C(OC(Cl)(Cl)Cl)OC(Cl)(Cl)Cl, Cc1csc(N)n1, O, c1ccncc1. Product: COc1cc2nccc(Oc3ccc(NC(=O)Nc4nc(C)cs4)c(Cl)c3)c2cc1OC. Reaction SMILES: [CH:49]([Cl:50])([Cl:51])[Cl:52].[Cl:1][c:2]1[c:3]([NH2:4])[cH:5][cH:6][c:7]([O:9][c:10]2[cH:11][cH:12][n:13][c:14]3[cH:15][c:16]([O:22][CH3:23])[c:17]([O:20][CH3:21])[cH:18][c:19]23)[cH:8]1.[Cl:30][C:31]([Cl:32])([O:33][C:34]([O:35][C:36]([Cl:37])([Cl:38])[Cl:39])=[O:40])[Cl:41].[NH2:42][c:43]1[s:44][cH:45][c:46]([CH3:48])[n:47]1.[OH2:53].[cH:24]1[cH:25][cH:26][n:27][cH:28][cH:29]1>>[Cl:1][c:2]1[c:3]([NH:4][C:34](=[O:40])[NH:42][c:43]2[s:44][cH:45][c:46]([CH3:48])[n:47]2)[cH:5][cH:6][c:7]([O:9][c:10]2[cH:11][cH:12][n:13][c:14]3[cH:15][c:16]([O:22][CH3:23])[c:17]([O:20][CH3:21])[cH:18][c:19]23)[cH:8]1. Starting materials: ClC1=CC(=C(OCC(=O)OC(C)(C)C)C=C1)COS(=O)(=O)C ([4-chloro-2-[[(methylsulfonyl)oxy]methyl]phenoxy]-acetic Acid, 1,1-dimethylethyl Ester), ClC1=CC(=C(OCC(=O)OC(C)(C)C)C=C1)CN(C1CN(CC1)S(=O)(=O)C1=CC=CC=C1)C ([4-chloro-2-[[methyl[1-(phenylsulfonyl)-3-pyrrolidinyl]amino]methyl]phenoxy]-acetic Acid, 1,1-dimethylethyl Ester), ( g ), COC1=CC=C(C=C1)CC(=O)Cl (4-methoxy-benzeneacetyl chloride), ClC1=CC(=C(OCC(=O)O)C=C1)CN1C[C@@H](N(CC1)C(CC1=CC=C(C=C1)F)=O)C ([4-chloro-2-[[(3S)-4-[(4-fluorophenyl)acetyl]-3-methyl-1-piperazinyl]methyl]phenoxy]-acetic Acid). The product is ClC1=CC(=C(OCC(=O)O)C=C1)CN1C[C@@H](N(CC1)C(CC1=CC=C(C=C1)OC)=O)C ([4-chloro-2-[[(3S)-4-[(4-methoxyphenyl)acetyl]-3-methyl-1-piperazinyl]methyl]phenoxy]-acetic Acid). RXN SMILES: ClC1C=C[C:5]([O:6]CC(OC(C)(C)C)=O)=C(CN(C)C2CCN(S(C3C=CC=CC=3)(=O)=O)C2)C=1.[Cl:34][C:35]1[CH:45]=[CH:44][C:38]([O:39][CH2:40][C:41]([OH:43])=[O:42])=[C:37]([CH2:46][N:47]2[CH2:52][CH2:51][N:50]([C:53](=[O:62])[CH2:54][C:55]3[CH:60]=[CH:59][C:58](F)=[CH:57][CH:56]=3)[C@@H:49]([CH3:63])[CH2:48]2)[CH:36]=1.ClC1C=CC(OCC(OC(C)(C)C)=O)=C(COS(C)(=O)=O)C=1.COC1C=CC(CC(Cl)=O)=CC=1>>[Cl:34][C:35]1[CH:45]=[CH:44][C:38]([O:39][CH2:40][C:41]([OH:43])=[O:42])=[C:37]([CH2:46][N:47]2[CH2:52][CH2:51][N:50]([C:53](=[O:62])[CH2:54][C:55]3[CH:60]=[CH:59][C:58]([O:6][CH3:5])=[CH:57][CH:56]=3)[C@@H:49]([CH3:63])[CH2:48]2)[CH:36]=1. Reported procedure: The title compound was prepared by the methods of example 89 part (f) and example 89 part (g) using the product of example 89 part (e) and 4-methoxy-benzeneacetyl chloride. Starting materials: CC(C)(C)OC(=O)NCc1ccc(CO)cc1, Cc1ccccc1, CC(C)OC(=O)N=NC(=O)OC(C)C, CC(C)CC(=O)c1ccc(O)c(C(F)(F)F)c1O, c1ccc(P(c2ccccc2)c2ccccc2)cc1. The product is CC(C)CC(=O)c1ccc(OCc2ccc(CNC(=O)OC(C)(C)C)cc2)c(C(F)(F)F)c1O. RXN SMILES: [C:19]([CH3:20])([CH3:21])([CH3:22])[O:23][C:24]([NH:25][CH2:26][c:27]1[cH:28][cH:29][c:30]([CH2:33][OH:34])[cH:31][cH:32]1)=[O:35].[CH3:69][c:70]1[cH:71][cH:72][cH:73][cH:74][cH:75]1.[O:55]=[C:56]([O:57][CH:58]([CH3:59])[CH3:60])[N:61]=[N:62][C:63]([O:64][CH:65]([CH3:66])[CH3:67])=[O:68].[OH:1][c:2]1[c:3]([C:13]([CH2:14][CH:15]([CH3:16])[CH3:17])=[O:18])[cH:4][cH:5][c:6]([OH:12])[c:7]1[C:8]([F:9])([F:10])[F:11].[c:36]1([P:37]([c:38]2[cH:39][cH:40][cH:41][cH:42][cH:43]2)[c:44]2[cH:45][cH:46][cH:47][cH:48][cH:49]2)[cH:50][cH:51][cH:52][cH:53][cH:54]1>>[OH:1][c:2]1[c:3]([C:13]([CH2:14][CH:15]([CH3:16])[CH3:17])=[O:18])[cH:4][cH:5][c:6]([O:12][CH2:33][c:30]2[cH:29][cH:28][c:27]([CH2:26][NH:25][C:24]([O:23][C:19]([CH3:20])([CH3:21])[CH3:22])=[O:35])[cH:32][cH:31]2)[c:7]1[C:8]([F:9])([F:10])[F:11]. Reactants: O=C1CCN(CC1)C(=O)OC(C)(C)C (tert-butyl 4-oxopiperidine-1-carboxylate), C(C=C)Br (allyl bromide), [Cl-].[NH4+] (ammonium chloride). The reagents and catalysts are [Zn] (Zn). The solvent is C1CCOC1 (THF). Reaction conditions: time 8 hour. The product is C(C=C)C1(CCN(CC1)C(=O)OC(C)(C)C)O (tert-butyl 4-allyl-4-hydroxypiperidine-1-carboxylate). RXN SMILES: [O:1]=[C:2]1[CH2:7][CH2:6][N:5]([C:8]([O:10][C:11]([CH3:14])([CH3:13])[CH3:12])=[O:9])[CH2:4][CH2:3]1.[CH2:15](Br)[CH:16]=[CH2:17].[Cl-].[NH4+]>C1COCC1.[Zn]>[CH2:17]([C:2]1([OH:1])[CH2:3][CH2:4][N:5]([C:8]([O:10][C:11]([CH3:14])([CH3:13])[CH3:12])=[O:9])[CH2:6][CH2:7]1)[CH:16]=[CH2:15] |f:2.3|. Procedure details: To a solution of tert-butyl 4-oxopiperidine-1-carboxylate (10 g, 50.2 mmol), allyl bromide (10.8 mL, 124 mmol) in THF (10 mL), and saturated ammonium chloride solution (50 mL) was added Zn dust (6.5 g, 100 mmol) portionwise below 10° C. After addition was complete, the reaction mixture was stirred overnight, when TLC indicated consumption of s.m. The reaction mixture was diluted with water (50 mL) and acidified with several drops of 10% H2SO4 to pH=6. The reaction mixture was extracted with EtOA...